This data is from the Open Reaction Database (ORD), a public repository of structured organic reaction records. The task is: describe an organic reaction: reactants, conditions, products, and yield Reactants: ClC1=C(C=CC=C1)N1C=2N(C3=NC(=NC=C3C1=O)S(=O)C)C=CN2 (4-(2-Chloro-phenyl)-8-methanesulfinyl-4H-3,4,7,9,9b-pentaaza-cyclopenta[a]naphthalen-5-one), BrC1=CC=C(N)C=C1 (4-bromoaniline), C(=O)(O)[O-].[Na+] (NaHCO3). Product: BrC1=CC=C(C=C1)NC1=NC=C2C(N(C=3N(C2=N1)C=CN3)C3=C(C=CC=C3)Cl)=O (8-(4-Bromo-phenylamino)-4-(2-chloro-phenyl)-4H-3,4,7,9,9b-pentaaza-cyclopenta[a]naphthalen-5-one). RXN SMILES: [Cl:1][C:2]1[CH:7]=[CH:6][CH:5]=[CH:4][C:3]=1[N:8]1[C:17](=[O:18])[C:16]2[C:11](=[N:12][C:13](S(C)=O)=[N:14][CH:15]=2)[N:10]2[CH:22]=[CH:23][N:24]=[C:9]12.[Br:25][C:26]1[CH:32]=[CH:31][C:29]([NH2:30])=[CH:28][CH:27]=1.C([O-])(O)=O.[Na+]>>[Br:25][C:26]1[CH:32]=[CH:31][C:29]([NH:30][C:13]2[N:12]=[C:11]3[C:16]([C:17](=[O:18])[N:8]([C:3]4[CH:4]=[CH:5][CH:6]=[CH:7][C:2]=4[Cl:1])[C:9]4[N:10]3[CH:22]=[CH:23][N:24]=4)=[CH:15][N:14]=2)=[CH:28][CH:27]=1 |f:2.3|. Procedure: A mixture of Example 1E (250.0 mg, 0.695 mmol) and 4-bromoaniline (191 mg, 1.112 mmol) was heated at 90° C. for 1 hour. While warm, the residue was treated with saturated aqueous NaHCO3 solution and extracted with ethyl acetate (twice). The combined organic layers were dried over MgSO4, filtered, and concentrated. The residue was triturated with a small amount of ethyl acetate. The solids were filtered, washed with ethyl acetate/hexane, and oven-dried to provide the title compound. Starting materials: C1COCCO1, CS(=O)(=O)c1ncc2cc(-c3ccccc3Cl)c(O)nc2n1, O=C1c2ccccc2C(=O)N1CCO, c1ccc(P(c2ccccc2)c2ccccc2)cc1. Yields the product CCN1C(=O)c2ccccc2C1=O. Reaction SMILES: [CH2:56]1[O:57][CH2:58][CH2:59][O:60][CH2:61]1.[Cl:1][c:2]1[cH:3][cH:4][cH:5][cH:6][c:7]1-[c:8]1[c:9]([OH:10])[n:11][c:12]2[n:13][c:14]([S:15]([CH3:16])(=[O:17])=[O:18])[n:19][cH:20][c:21]2[cH:22]1.[OH:23][CH2:24][CH2:25][N:26]1[C:27](=[O:36])[c:28]2[c:29]([cH:32][cH:33][cH:34][cH:35]2)[C:30]1=[O:31].[c:37]1([P:38]([c:39]2[cH:40][cH:41][cH:42][cH:43][cH:44]2)[c:45]2[cH:46][cH:47][cH:48][cH:49][cH:50]2)[cH:51][cH:52][cH:53][cH:54][cH:55]1>>[CH3:24][CH2:25][N:26]1[C:27](=[O:36])[c:28]2[c:29]([cH:32][cH:33][cH:34][cH:35]2)[C:30]1=[O:31]. Reactants: Clc1ccc(Br)cn1, COCCOC, COCCO, [H-], [Na+]. Yields the product COCCOc1ccc(Br)cn1. As a reaction SMILES: [Br:8][c:9]1[cH:10][cH:11][c:12]([Cl:15])[n:13][cH:14]1.[CH3:16][O:17][CH2:18][CH2:19][O:20][CH3:21].[CH3:3][O:4][CH2:5][CH2:6][OH:7].[H-:2].[Na+:1]>>[CH3:3][O:4][CH2:5][CH2:6][O:7][c:12]1[cH:11][cH:10][c:9]([Br:8])[cH:14][n:13]1. Reactants: CO, CN, CO, O=Cc1cc(-c2cccnc2F)c(Sc2ccccn2)s1, C1CCOC1. Yields the product CNCc1cc(-c2cccnc2F)c(Sc2ccccn2)s1. RXN SMILES: [CH3:22][OH:23].[CH3:24][NH2:25].[CH3:26][OH:27].[F:1][c:2]1[n:3][cH:4][cH:5][cH:6][c:7]1-[c:8]1[cH:9][c:10]([CH:20]=[O:21])[s:11][c:12]1[S:13][c:14]1[n:15][cH:16][cH:17][cH:18][cH:19]1.[O:28]1[CH2:29][CH2:30][CH2:31][CH2:32]1>>[F:1][c:2]1[n:3][cH:4][cH:5][cH:6][c:7]1-[c:8]1[cH:9][c:10]([CH2:20][NH:25][CH3:24])[s:11][c:12]1[S:13][c:14]1[n:15][cH:16][cH:17][cH:18][cH:19]1.